From a dataset of the Open Reaction Database (ORD), a public repository of structured organic reaction records. describe an organic reaction: reactants, conditions, products, and yield The reagents and catalysts are [Pd] (palladium on carbon). The reactants are C(C1=CC=CC=C1)N1CCN(CC(C1)NC(=O)C1=NNC2=CC=CC=C12)C (N-(1-Benzyl-4-methylhexahydro-1H-1,4-diazepin-6-yl)-1H-indazole-3-carboxamide). RXN SMILES: C([N:8]1[CH2:14][CH:13]([NH:15][C:16]([C:18]2[C:26]3[C:21](=[CH:22][CH:23]=[CH:24][CH:25]=3)[NH:20][N:19]=2)=[O:17])[CH2:12][N:11]([CH3:27])[CH2:10][CH2:9]1)C1C=CC=CC=1>C(O)C.[Pd]>[CH3:27][N:11]1[CH2:12][CH:13]([NH:15][C:16]([C:18]2[C:26]3[C:21](=[CH:22][CH:23]=[CH:24][CH:25]=3)[NH:20][N:19]=2)=[O:17])[CH2:14][NH:8][CH2:9][CH2:10]1. Procedure: N-(1-Benzyl-4-methylhexahydro-1H-1,4-diazepin-6-yl)-1H-indazole-3-carboxamide (850 mg) is dissolved in ethanol (40 ml) and hydrogenated over 10% palladium on carbon (100 mg) at about 50° C. After the calculated amount of the hydrogen is absorbed, the catalyst is filtered off. The filtrate is evaporated under reduced pressure to give the title compound as an oil. The free base thus obtained is converted to the oxalate 3/2 hydrate of the title compound in a usual manner, m.p. 163°-166° C. (recryst... Run in C(C)O (ethanol). The product is CN1CCNCC(C1)NC(=O)C1=NNC2=CC=CC=C12 (N-(1-methylhexahydro-1H-1,4-diazepin-6-yl)-1H-indazole-3-carboxamide). The reactants are [N+](=O)([O-])C1=CC(=C(C=C1)N1C(C=2C(C1=O)=CC(=CC2)Cl)=O)CO (N-(4-nitro-2-hydroxymethylphenyl)-4-chlorophthalimide), [H][H] (hydrogen). Procedure details: The mixture of 3.0 g of N-(4-nitro-2-hydroxymethylphenyl)-4-chlorophthalimide, 1.5 g of Raney nickel and 250 ml of ethyl acetate is hydrogenated at room temperature and atmospheric pressure until the hydrogen uptake ceases. It is filtered, the filtrate evaporated and the residue recrystallized from ethyl acetate-diethyl ether, to yield the N-(4-amino-2-hydroxymethylphenyl)-4-chlorophthalimide melting at 228°-230°. Reaction SMILES: [N+:1]([C:4]1[CH:9]=[CH:8][C:7]([N:10]2[C:14](=[O:15])[C:13]3=[CH:16][C:17]([Cl:20])=[CH:18][CH:19]=[C:12]3[C:11]2=[O:21])=[C:6]([CH2:22][OH:23])[CH:5]=1)([O-])=O.[H][H]>[Ni].C(OCC)(=O)C>[NH2:1][C:4]1[CH:9]=[CH:8][C:7]([N:10]2[C:14](=[O:15])[C:13]3=[CH:16][C:17]([Cl:20])=[CH:18][CH:19]=[C:12]3[C:11]2=[O:21])=[C:6]([CH2:22][OH:23])[CH:5]=1. Reagents/catalysts: [Ni] (Raney nickel). Run in C(C)(=O)OCC (ethyl acetate). The product is NC1=CC(=C(C=C1)N1C(C=2C(C1=O)=CC(=CC2)Cl)=O)CO (N-(4-amino-2-hydroxymethylphenyl)-4-chlorophthalimide). The reactants are O=C([O-])[O-], CCO, Cc1ccccc1, [Cl-], OB(O)c1ccc(Cl)c(Cl)c1, COC(=O)C1=C(OS(=O)(=O)C(F)(F)F)CCN(C(=O)OC(C)(C)C)C1, [NH4+], [Na+], [Na+], c1ccc(P(c2ccccc2)(c2ccccc2)[Pd](P(c2ccccc2)(c2ccccc2)c2ccccc2)(P(c2ccccc2)(c2ccccc2)c2ccccc2)P(c2ccccc2)(c2ccccc2)c2ccccc2)cc1. Yields the product COC(=O)C1=C(c2ccc(Cl)c(Cl)c2)CCN(C(=O)OC(C)(C)C)C1. Reaction SMILES: [C:37](=[O:38])([O-:39])[O-:40].[CH3:122][CH2:123][OH:124].[CH3:125][c:126]1[cH:127][cH:128][cH:129][cH:130][cH:131]1.[Cl-:43].[Cl:26][c:27]1[cH:28][c:29]([B:34]([OH:35])[OH:36])[cH:30][cH:31][c:32]1[Cl:33].[F:1][C:2]([F:3])([F:4])[S:5]([O:6][C:7]1=[C:8]([C:20](=[O:21])[O:22][CH3:23])[CH2:9][N:10]([C:13](=[O:14])[O:15][C:16]([CH3:17])([CH3:18])[CH3:19])[CH2:11][CH2:12]1)(=[O:24])=[O:25].[NH4+:44].[Na+:41].[Na+:42].[cH:45]1[cH:46][cH:47][c:48]([P:49]([Pd:50]([P:51]([c:52]2[cH:53][cH:54][cH:55][cH:56][cH:57]2)([c:58]2[cH:59][cH:60][cH:61][cH:62][cH:63]2)[c:64]2[cH:65][cH:66][cH:67][cH:68][cH:69]2)([P:70]([c:71]2[cH:72][cH:73][cH:74][cH:75][cH:76]2)([c:77]2[cH:78][cH:79][cH:80][cH:81][cH:82]2)[c:83]2[cH:84][cH:85][cH:86][cH:87][cH:88]2)[P:89]([c:90]2[cH:91][cH:92][cH:93][cH:94][cH:95]2)([c:96]2[cH:97][cH:98][cH:99][cH:100][cH:101]2)[c:102]2[cH:103][cH:104][cH:105][cH:106][cH:107]2)([c:108]2[cH:109][cH:110][cH:111][cH:112][cH:113]2)[c:114]2[cH:115][cH:116][cH:117][cH:118][cH:119]2)[cH:120][cH:121]1>>[C:7]1([c:29]2[cH:28][c:27]([Cl:26])[c:32]([Cl:33])[cH:31][cH:30]2)=[C:8]([C:20](=[O:21])[O:22][CH3:23])[CH2:9][N:10]([C:13](=[O:14])[O:15][C:16]([CH3:17])([CH3:18])[CH3:19])[CH2:11][CH2:12]1. The reactants are CCN=C=NCCCN(C)C, CN(C)C=O, Cl, O=C(CC1(c2ccc(Br)s2)CCNCCS1(=O)=O)NOC1CCCCO1, On1nnc2ccccc21, O=C(O)c1ccccn1. Yields the product O=C(CC1(c2ccc(Br)s2)CCN(C(=O)c2ccccn2)CCS1(=O)=O)NOC1CCCCO1. Reaction SMILES: [CH2:37]([N:38]=[C:39]=[N:40][CH2:41][CH2:42][CH2:43][N:44]([CH3:45])[CH3:46])[CH3:47].[CH3:58][N:59]([CH3:60])[CH:61]=[O:62].[ClH:36].[O:1]1[CH:2]([O:7][NH:8][C:9]([CH2:10][C:11]2([c:20]3[s:21][c:22]([Br:25])[cH:23][cH:24]3)[CH2:12][CH2:13][NH:14][CH2:15][CH2:16][S:17]2(=[O:18])=[O:19])=[O:26])[CH2:3][CH2:4][CH2:5][CH2:6]1.[OH:48][n:49]1[c:50]2[cH:51][cH:52][cH:53][cH:54][c:55]2[n:56][n:57]1.[n:27]1[c:28]([C:33](=[O:34])[OH:35])[cH:29][cH:30][cH:31][cH:32]1>>[O:1]1[CH:2]([O:7][NH:8][C:9]([CH2:10][C:11]2([c:20]3[s:21][c:22]([Br:25])[cH:23][cH:24]3)[CH2:12][CH2:13][N:14]([C:33]([c:28]3[n:27][cH:32][cH:31][cH:30][cH:29]3)=[O:34])[CH2:15][CH2:16][S:17]2(=[O:18])=[O:19])=[O:26])[CH2:3][CH2:4][CH2:5][CH2:6]1.